This data is from the Open Reaction Database (ORD), a public repository of structured organic reaction records. The task is: describe an organic reaction: reactants, conditions, products, and yield Starting materials: ClC=1C=CC=2N(N1)C=CN2 (6-Chloroimidazo[1,2-b]pyridazine), C(Cl)(Cl)(Cl)Cl (carbon tetrachloride). Yields the product ClC1=CN=C2N1N=C(C=C2)Cl (3.6-dichloroimidazo[1,2-b]pyridazine). RXN SMILES: [Cl:1][C:2]1[CH:3]=[CH:4][C:5]2[N:6]([CH:8]=[CH:9][N:10]=2)[N:7]=1.C(Cl)(Cl)(Cl)[Cl:12]>>[Cl:12][C:8]1[N:6]2[N:7]=[C:2]([Cl:1])[CH:3]=[CH:4][C:5]2=[N:10][CH:9]=1. Procedure: 6-Chloroimidazo[1,2-b]pyridazine (7.68 g) was added to 150 ml of carbon tetrachloride, to which 7.0 g of N-chlorossuccinimide were added and refluxed for 2 hours. After cooling, the precipitated crystals were filtered off. The filtrate was washed in turn with 1N-sodium hydroxide aqueous solution, 1N-hydrochloric acid and water, dried over anhydrous magnesium sulfate and distilled to remove the solvent. The residue was washed with diethyl ether to obtain 7.13 g of 3.6-dichloroimidazo[1,2-b]pyrida... As a reaction SMILES: [C:20]([O:21][CH:24]1[CH:25]([O:26][C:27]([c:28]2[cH:29][cH:30][cH:31][cH:32][cH:33]2)=[O:34])[CH:35]([O:36][C:37]([c:38]2[cH:39][cH:40][cH:41][cH:42][cH:43]2)=[O:44])[CH:45]([CH2:47][O:48][C:49]([c:50]2[cH:51][cH:52][cH:53][cH:54][cH:55]2)=[O:56])[O:46]1)(=[O:22])[CH3:23].[CH:1]1([NH:10][c:11]2[n:12][cH:13][cH:14][c:15]3[c:16]2[n:17][cH:18][nH:19]3)[CH2:2][CH2:3][c:4]2[cH:5][cH:6][cH:7][cH:8][c:9]21.[F:57][C:58]([F:59])([F:60])[S:61]([O:62][Si:63]([CH3:64])([CH3:65])[CH3:66])(=[O:67])=[O:68]>>[CH:1]1([NH:10][c:11]2[n:12][cH:13][cH:14][c:15]3[c:16]2[n:17][cH:18][n:19]3[CH:24]2[CH:25]([O:26][C:27]([c:28]3[cH:29][cH:30][cH:31][cH:32][cH:33]3)=[O:34])[CH:35]([O:36][C:37]([c:38]3[cH:39][cH:40][cH:41][cH:42][cH:43]3)=[O:44])[CH:45]([CH2:47][O:48][C:49]([c:50]3[cH:51][cH:52][cH:53][cH:54][cH:55]3)=[O:56])[O:46]2)[CH2:2][CH2:3][c:4]2[cH:5][cH:6][cH:7][cH:8][c:9]21. The product is O=C(OCC1OC(n2cnc3c(NC4CCc5ccccc54)nccc32)C(OC(=O)c2ccccc2)C1OC(=O)c1ccccc1)c1ccccc1. Starting materials: CC(=O)OC1OC(COC(=O)c2ccccc2)C(OC(=O)c2ccccc2)C1OC(=O)c1ccccc1, c1ccc2c(c1)CCC2Nc1nccc2[nH]cnc12, C[Si](C)(C)OS(=O)(=O)C(F)(F)F. The reactants are BrC=1C=C2COC(=O)C2=CC1 (5-Bromophthalide), potassium vinyl trifluoroborate, C(C)O (ethanol), TEA. Reagents/catalysts: C1=CC=C(C=C1)P([C-]2C=CC=C2)C3=CC=CC=C3.C1=CC=C(C=C1)P([C-]2C=CC=C2)C3=CC=CC=C3.Cl[Pd]Cl.[Fe+2].C(Cl)Cl (PdCl2(dppf) CH2Cl2). Procedure details: 5-Bromophthalide (50 g, 235 mmol), potassium vinyl trifluoroborate (62.9 g, 469 mmol), and PdCl2(dppf)-CH2Cl2 Adduct (9.58 g, 11.7 mmol) were added to ethanol (500 mL) then TEA (65.4 mL, 469 mmol) was added. The reaction mixture was degassed then heated at reflux for 8 h. The reaction was worked up by diluting with ethyl acetate and washing with brine twice. The organic layer was dried and evaporated to dryness. The crude product was purified by MPLC (silica, 600 g column) with 25% EtOAc/hexane ... As a reaction SMILES: Br[C:2]1[CH:3]=[C:4]2[C:9](=[CH:10][CH:11]=1)[C:7](=[O:8])[O:6][CH2:5]2.[CH2:12](O)[CH3:13]>C1C=CC(P(C2C=CC=CC=2)[C-]2C=CC=C2)=CC=1.C1C=CC(P(C2C=CC=CC=2)[C-]2C=CC=C2)=CC=1.Cl[Pd]Cl.[Fe+2].C(Cl)Cl>[CH:12]([C:2]1[CH:11]=[CH:10][C:9]2[C:7](=[O:8])[O:6][CH2:5][C:4]=2[CH:3]=1)=[CH2:13] |f:2.3.4.5.6|. Yields the product C(=C)C1=CC2=C(C(OC2)=O)C=C1 (5-ethenyl-2-benzofuran-1(3H)-one). Product: BrC=1C(=C(C(=NC1C)C)[C@@H](C(=O)OC(C)C)OC(C)(C)C)N1CCC(CC1)(C)F ((S)-isopropyl 2-(5-bromo-4-(4-fluoro-4-methylpiperidin-1-yl)-2,6-dimethylpyridin-3-yl)-2-(tert-butoxy)acetate). Procedure details: The isobutylene gas was bubbled into a nitrogen purged, cooled (0° C.) solution of (S)-isopropyl 2-(5-bromo-4-(4-fluoro-4-methylpiperidin-1-yl)-2,6-dimethylpyridin-3-yl)-2-hydroxyacetate (600 mg, 1.44 mmol) and 0.14 mL of 70% HClO4 in DCM (15 mL) for 20 min. The reaction mixture was allowed to warm to rt and stirred for 5 days. The reaction was diluted with DCM, washed with 1M Na2CO3 solution, and dried over MgSO4. The crude product was charged (DCM) to a 80 g ISCO silica gel cartridge and gradi... Run in C(Cl)Cl (DCM), C(Cl)Cl (DCM). As a reaction SMILES: [Br:1][C:2]1[C:3]([N:18]2[CH2:23][CH2:22][C:21]([F:25])([CH3:24])[CH2:20][CH2:19]2)=[C:4]([C@H:10]([OH:17])[C:11]([O:13][CH:14]([CH3:16])[CH3:15])=[O:12])[C:5]([CH3:9])=[N:6][C:7]=1[CH3:8]>C(Cl)Cl>[Br:1][C:2]1[C:3]([N:18]2[CH2:19][CH2:20][C:21]([F:25])([CH3:24])[CH2:22][CH2:23]2)=[C:4]([C@H:10]([O:17][C:4]([CH3:10])([CH3:5])[CH3:3])[C:11]([O:13][CH:14]([CH3:16])[CH3:15])=[O:12])[C:5]([CH3:9])=[N:6][C:7]=1[CH3:8]. Conditions: time 5 day. Starting materials: BrC=1C(=C(C(=NC1C)C)[C@@H](C(=O)OC(C)C)O)N1CCC(CC1)(C)F ((S)-isopropyl 2-(5-bromo-4-(4-fluoro-4-methylpiperidin-1-yl)-2,6-dimethylpyridin-3-yl)-2-hydroxyacetate), HClO4. Isolated yield 155.2%.